From a dataset of the Open Reaction Database (ORD), a public repository of structured organic reaction records. describe an organic reaction: reactants, conditions, products, and yield Reactants: COC(=O)C=1N(C=C(C1)C(NC1=C(C(=CC=C1)F)F)=NN)S(=O)(=O)C (4-[N-(2,3-difluoro-phenyl)-N′-amino-carbamimidoyl]-1-methanesulfonyl-1H-pyrrole-2-carboxylic acid methyl ester), C(OCC)(OCC)OCC (CH(OEt)3), C(=O)(O)[O-].[Na+] (NaHCO3). Run in C(=O)O (HCOOH). Run at time 2 hour. Product: FC1=C(C=CC=C1F)N1C(=NN=C1)C=1C=C(NC1)C(=O)O (4-[4-(2,3-Difluoro-phenyl)-4H-[1,2,4]triazol-3-yl]-1H-pyrrole-2-carboxylic acid). As a reaction SMILES: C[O:2][C:3]([C:5]1[N:6](S(C)(=O)=O)[CH:7]=[C:8]([C:10](=[N:20][NH2:21])[NH:11][C:12]2[CH:17]=[CH:16][CH:15]=[C:14]([F:18])[C:13]=2[F:19])[CH:9]=1)=[O:4].[CH:26](OCC)(OCC)OCC.C([O-])(O)=O.[Na+]>C(O)=O>[F:19][C:13]1[C:14]([F:18])=[CH:15][CH:16]=[CH:17][C:12]=1[N:11]1[CH:26]=[N:21][N:20]=[C:10]1[C:8]1[CH:9]=[C:5]([C:3]([OH:2])=[O:4])[NH:6][CH:7]=1 |f:2.3|. Procedure details: A mixture of 4-[N-(2,3-difluoro-phenyl)-N′-amino-carbamimidoyl]-1-methanesulfonyl-1H-pyrrole-2-carboxylic acid methyl ester (200 mg, 0.54 mmol), CH(OEt)3 (4 mL), and HCOOH (0.8 mL) was stirred at room temperature for 2 hours and poured into 50 mL of aqueous NaHCO3 solution. The aqueous mixture was extracted with EtOAc and the combined organic layers were dried over Na2SO4, filtered, and evaporated. The crude material was used for the next step without further purification. This crude product was... The reactants are S(O)(O)(=O)=O (sulfuric acid), COC=1C=C2C=C(C(=NC2=CC1OC)N)C(=O)N (6,7-dimethoxy-2-aminoquinoline-3-carboxamide), C(C)(=O)OC(C)=O (acetic anhydride), C(C)(=O)OC(C)=O (Acetic anhydride), [OH-].[Na+] (sodium hydroxide). The solvent is O (water). Reaction conditions: time 75 minute. Yields the product CC=1NC(C=2C(=NC3=CC(=C(C=C3C2)OC)OC)N1)=O (2-Methyl-7,8-Dimethoxypyrimido[4,5-b]Quinolin-4(3H)-One). Reaction SMILES: S(=O)(=O)(O)O.[CH3:6][O:7][C:8]1[CH:9]=[C:10]2[C:15](=[CH:16][C:17]=1[O:18][CH3:19])[N:14]=[C:13]([NH2:20])[C:12]([C:21]([NH2:23])=[O:22])=[CH:11]2.[C:24](OC(=O)C)(=O)[CH3:25].[OH-].[Na+]>O>[CH3:24][C:25]1[NH:23][C:21](=[O:22])[C:12]2[C:13]([N:20]=1)=[N:14][C:15]1[C:10]([CH:11]=2)=[CH:9][C:8]([O:7][CH3:6])=[C:17]([O:18][CH3:19])[CH:16]=1 |f:3.4|. Procedure details: Concentrated sulfuric acid (1.5 ml.) is added to a slurry of 6,7-dimethoxy-2-aminoquinoline-3-carboxamide (5.0 g., 0.02 mole) and acetic anhydride (40 ml.) The slurry dissolves to give a dark orange solution from which a heavy yellow precipitate separates. Acetic anhydride (10 ml.) is added to facilitate stirring and heating continued for an additional 75 minutes. The mixture is cooled, water (50 ml.) added and the resulting solution made alkaline with 5N sodium hydroxide (225 ml.). It is chille... Procedure: To a solution of ethyl (S)-3-(((R)-tert-butylsulfinyl)amino)-2,2,4,4-tetrafluoro-3-(2-fluorophenyl)-butanoate (3.20 g, 7.97 mmol) in dry THF (35 mL) was added dropwise a solution of DIBAL-H (diisobutylaluminium hydride) in toluene (1.0 M, 16 mL, 16 mmol) at −78° C. under N2. The mixture was stirred at −78° C. for 2 hours. The reaction was quenched carefully with methanol (3 mL) at −78° C. Then water (20 mL) and ethyl acetate (200 mL) were added and the mixture was warmed to 25° C. The mixture wa... The product is CC(C)(C)[S@@](=O)N[C@@](C(F)F)(C(C=O)(F)F)C1=C(C=CC=C1)F ((R)-2-methyl-N—((S)-1,1,3,3-tetrafluoro-2-(2-fluorophenyl)-4-oxobutan-2-yl)propane-2-sulfinamide). Conditions: temperature -78 celsius, time 2 hour. The solvent is C1CCOC1 (THF). Reaction SMILES: [C:1]([S@:5]([NH:7][C@@:8]([C:20]1[CH:25]=[CH:24][CH:23]=[CH:22][C:21]=1[F:26])([CH:17]([F:19])[F:18])[C:9]([F:16])([F:15])[C:10](OCC)=[O:11])=[O:6])([CH3:4])([CH3:3])[CH3:2].[H-].C([Al+]CC(C)C)C(C)C.C1(C)C=CC=CC=1>C1COCC1>[CH3:4][C:1]([S@:5]([NH:7][C@:8]([C:20]1[CH:25]=[CH:24][CH:23]=[CH:22][C:21]=1[F:26])([C:9]([F:15])([F:16])[CH:10]=[O:11])[CH:17]([F:19])[F:18])=[O:6])([CH3:2])[CH3:3] |f:1.2|. The reactants are C(C)(C)(C)[S@@](=O)N[C@](C(C(=O)OCC)(F)F)(C(F)F)C1=C(C=CC=C1)F (ethyl (S)-3-(((R)-tert-butylsulfinyl)amino)-2,2,4,4-tetrafluoro-3-(2-fluorophenyl)-butanoate), [H-].C(C(C)C)[Al+]CC(C)C (DIBAL-H), C1(=CC=CC=C1)C (toluene). Reactants: Cl.ClC1=CC(=CC=2[C@@H]3[C@@H](NC(C12)=O)CNC3)CC ((3aR,9bS)-6-chloro-8-ethyl-2,3,3a,4-tetrahydro-1H-pyrrolo[3,4-c]isoquinolin-5(9bH)-one hydrochloride). Reagents/catalysts: [Pd] (Pd/C). Run in CO (methanol). Yields the product Cl.C(C)C1=CC=2[C@@H]3[C@@H](NC(C2C=C1)=O)CNC3 ((3aR,9bS)-8-Ethyl-2,3,3a,4-tetrahydro-1H-pyrrolo[3,4-c]isoquinolin-5(9bH)-one hydrochloride). As a reaction SMILES: Cl.[Cl:2][C:3]1[C:12]2[C:11](=[O:13])[NH:10][C@H:9]3[CH2:14][NH:15][CH2:16][C@@H:8]3[C:7]=2[CH:6]=[C:5]([CH2:17][CH3:18])[CH:4]=1>CO.[Pd]>[ClH:2].[CH2:17]([C:5]1[CH:4]=[CH:3][C:12]2[C:11](=[O:13])[NH:10][C@H:9]3[CH2:14][NH:15][CH2:16][C@@H:8]3[C:7]=2[CH:6]=1)[CH3:18] |f:0.1,4.5|. Procedure details: To a solution of (3aR,9bS)-6-chloro-8-ethyl-2,3,3a,4-tetrahydro-1H-pyrrolo[3,4-c]isoquinolin-5(9bH)-one hydrochloride (the title compound of Example 29) (36 mg, 0.12 mmol) in 5 mL of methanol was added 10% Pd/C catalyst (2.5 mg). The mixture was stirred at room temperature under 1 atm of hydrogen maintained by a balloon for 3 h. The reaction mixture was filtered through a pad of Celite and concentrated in vacuo. The resulting solid was triturated with ether and dried in vacuo to afford 25 mg (80... Reactants: C(=O)NC=1SC=C(N1)C(C(=O)OCC)=O (ethyl 2-(2-formylamino-1,3-thiazol-4-yl)glyoxylate), ClN1C(N(C(N(C1=O)Cl)=O)Cl)=O (trichloroisocyanuric acid), ice water, C(=O)N=C1SC=C(N1)C(C(=O)OCC)=O (ethyl 2-(2formylimino-2,3-dihydro-1,3-thiazol-4-yl)glyoxylate). The solvent is CN(C=O)C (dimethylformamide), CN(C=O)C (dimethylformamide). Reaction conditions: temperature 60 celsius. Yields the product C(=O)NC=1SC(=C(N1)C(C(=O)OCC)=O)Cl (ethyl 2-(2-formylamino-5-chloro-1,3-thiazol-4-yl)glyoxylate). As a reaction SMILES: [CH:1]([NH:3][C:4]1[S:5][CH:6]=[C:7]([C:9](=[O:15])[C:10]([O:12][CH2:13][CH3:14])=[O:11])[N:8]=1)=[O:2].[Cl:16]N1C(=O)N(Cl)C(=O)N(Cl)C1=O>CN(C)C=O>[CH:1]([NH:3][C:4]1[S:5][C:6]([Cl:16])=[C:7]([C:9](=[O:15])[C:10]([O:12][CH2:13][CH3:14])=[O:11])[N:8]=1)=[O:2]. Procedure: A suspension of ethyl 2-(2-formylamino-1,3-thiazol-4-yl)glyoxylate, which can be represented as ethyl 2-(2formylimino-2,3-dihydro-1,3-thiazol-4-yl)glyoxylate, (6.9 g.) in dimethylformamide (40 ml.) was heated at 60° C. to produce a solution, and to the solution was dropwise added a solution of trichloroisocyanuric acid (2.8 g.) in dimethylformamide (10 ml.) over 15 minutes at the same temperature with stirring and then the mixture was further stirred for 1 hours at the same temperature. After th... Procedure: A solution of (S,E)-tert-butyl (2,2,3,3,11,11,12,12-octamethyl-7-methylene-4,10-dioxa-3,11-disilatridecan-6-yl)(2-oxopent-3-en-1-yl)carbamate (Intermediate 279, 10 g, 18.45 mmol) in toluene (400 mL) was purged with nitrogen for 15 minutes. The Hoveyda-Grubbs Catalyst 2nd Generation (2.320 g, 3.69 mmol) was then added. The reaction was heated at 100° C. overnight. Another 0.05 eq of catalyst was added and the reaction mixture was heated at 100° C. for another 2 hours. The reaction mixture was con... Reactants: CC(C)([Si](OC[C@H](C(CCO[Si](C(C)(C)C)(C)C)=C)N(C(OC(C)(C)C)=O)CC(\C=C\C)=O)(C)C)C ((S,E)-tert-butyl (2,2,3,3,11,11,12,12-octamethyl-7-methylene-4,10-dioxa-3,11-disilatridecan-6-yl)(2-oxopent-3-en-1-yl)carbamate), CC(C)([Si](OC[C@H](C(CCO[Si](C(C)(C)C)(C)C)=C)N(C(OC(C)(C)C)=O)CC(\C=C\C)=O)(C)C)C ((S,E)-tert-butyl (2,2,3,3,11,11,12,12-octamethyl-7-methylene-4,10-dioxa-3,11-disilatridecan-6-yl)(2-oxopent-3-en-1-yl)carbamate). Conditions: temperature 100 celsius. Run in C1(=CC=CC=C1)C (toluene). Reagents/catalysts: CC1=CC(=C(C(=C1)C)N2CCN(C2=[Ru](=CC3=C(C=CC=C3)OC(C)C)(Cl)Cl)C4=C(C=C(C=C4C)C)C)C (Hoveyda-Grubbs Catalyst 2nd Generation), catalyst. Yield: 92.7%. Yields the product ethyl acetate hexanes, [Si](C)(C)(C(C)(C)C)OCCC=1[C@H](N(CC(C1)=O)C(=O)OC(C)(C)C)CO[Si](C)(C)C(C)(C)C ((S)-tert-butyl 3-(2-((tert-butyldimethylsilyl)oxy)ethyl)-2-(((tert-butyldimethylsilyl)oxy)methyl)-5-oxo-5,6-dihydropyridine-1(2H)-carboxylate). Reaction SMILES: [CH3:1][C:2]([CH3:36])([Si:4]([CH3:35])([CH3:34])[O:5][CH2:6][C@@H:7]([N:20]([CH2:28][C:29](=[O:33])/[CH:30]=C/C)[C:21](=[O:27])[O:22][C:23]([CH3:26])([CH3:25])[CH3:24])[C:8](=C)[CH2:9][CH2:10][O:11][Si:12]([CH3:18])([CH3:17])[C:13]([CH3:16])([CH3:15])[CH3:14])[CH3:3]>C1(C)C=CC=CC=1.CC1C=C(C)C(N2C(=[Ru](Cl)(Cl)=CC3C=CC=CC=3OC(C)C)N(C3C(C)=CC(C)=CC=3C)CC2)=C(C)C=1>[Si:12]([O:11][CH2:10][CH2:9][C:8]1[C@@H:7]([CH2:6][O:5][Si:4]([C:2]([CH3:36])([CH3:3])[CH3:1])([CH3:35])[CH3:34])[N:20]([C:21]([O:22][C:23]([CH3:25])([CH3:24])[CH3:26])=[O:27])[CH2:28][C:29](=[O:33])[CH:30]=1)([C:13]([CH3:15])([CH3:16])[CH3:14])([CH3:18])[CH3:17]. The reactants are Cl (hydrogen chloride), N1=C(C=CC=C1)NC1=C(C=CC=C1)N (N-(2-pyridyl)-o-phenylenediamine), FC(C=1C=C(/C=C/C(=O)Cl)C=CC1)(F)F ((E)-3-trifluoromethylcinnamoyl chloride), N1=C(C=CC=C1)N1C(=NC2=C1C=CC=C2)\C=C\C2=CC=CC=C2 ((E)-1-(2-pyridyl)-2-styryl-1H-benzimidazole). Solvent: CO (methanol). Yields the product Cl.FC(C=1C=C(/C=C/C2=NC3=C(N2C2=NC=CC=C2)C=CC=C3)C=CC1)(F)F ((E)-2-(3-Trifluoromethylstyryl)-1-(2-pyridyl)-1H-benzimidazole hydrochloride). As a reaction SMILES: [N:1]1[CH:6]=[CH:5][CH:4]=[CH:3][C:2]=1[NH:7][C:8]1[CH:13]=[CH:12][CH:11]=[CH:10][C:9]=1[NH2:14].[F:15][C:16]([F:29])([F:28])[C:17]1[CH:18]=[C:19]([CH:25]=[CH:26][CH:27]=1)/[CH:20]=[CH:21]/[C:22]([Cl:24])=O.N1C=CC=CC=1N1C2C=CC=CC=2N=C1/C=C/C1C=CC=CC=1.Cl>CO>[ClH:24].[F:15][C:16]([F:28])([F:29])[C:17]1[CH:18]=[C:19]([CH:25]=[CH:26][CH:27]=1)/[CH:20]=[CH:21]/[C:22]1[N:7]([C:2]2[CH:3]=[CH:4][CH:5]=[CH:6][N:1]=2)[C:8]2[CH:13]=[CH:12][CH:11]=[CH:10][C:9]=2[N:14]=1 |f:5.6|. Reported procedure: Free base of the titled compound was prepared from N-(2-pyridyl)-o-phenylenediamine and (E)-3-trifluoromethylcinnamoyl chloride (Amino, Y.; Kawada, K.; Toi, K.; Kumashiro, I.; Fukushima, K. Chem. Pharm. Bull., 1988, 36, 4426) according to the preparation of (E)-1-(2-pyridyl)-2-styryl-1H-benzimidazole (Example 1, method A). The free base was dissolved with a 10% methanol solution of hydrogen chloride (5 ml). Concentration and recrystallization from ethanol yielded the titled compound. MW: 401.82;... The reactants are Cl.C(C)OC(=N)C1=CC=C(C=C1)NC(=O)C=1CCOC2=C(C1)C=C(C=C2)C2=CC=C(C=C2)C (N-[4-(ethoxycarbonimidoyl)phenyl]-7-(4-methylphenyl)-2,3-dihydro-1-benzooxepine-4-carboxamide hydrochloride), N.C(C)O (ammonia ethanol). Run at time 8 hour. The product is Cl.C(N)(=N)C1=CC=C(C=C1)NC(=O)C=1CCOC2=C(C1)C=C(C=C2)C2=CC=C(C=C2)C (N-(4-amidinophenyl)-7-(4-methylphenyl)-2,3-dihydro-1-benzooxepine-4-carboxamide hydrochloride). Reaction SMILES: [ClH:1].C(O[C:5]([C:7]1[CH:12]=[CH:11][C:10]([NH:13][C:14]([C:16]2[CH2:17][CH2:18][O:19][C:20]3[CH:26]=[CH:25][C:24]([C:27]4[CH:32]=[CH:31][C:30]([CH3:33])=[CH:29][CH:28]=4)=[CH:23][C:21]=3[CH:22]=2)=[O:15])=[CH:9][CH:8]=1)=[NH:6])C.[NH3:34].C(O)C>>[ClH:1].[C:5]([C:7]1[CH:12]=[CH:11][C:10]([NH:13][C:14]([C:16]2[CH2:17][CH2:18][O:19][C:20]3[CH:26]=[CH:25][C:24]([C:27]4[CH:32]=[CH:31][C:30]([CH3:33])=[CH:29][CH:28]=4)=[CH:23][C:21]=3[CH:22]=2)=[O:15])=[CH:9][CH:8]=1)(=[NH:34])[NH2:6] |f:0.1,2.3,4.5|. Procedure: To N-[4-(ethoxycarbonimidoyl)phenyl]-7-(4-methylphenyl)-2,3-dihydro-1-benzooxepine-4-carboxamide hydrochloride (364 mg) was added a solution of 14% ammonia/ethanol (5 ml). The resulting mixture was stirred at room temperature overnight and then at 50° C. for 3 hours. The reaction mixture was concentrated, the residue was suspended in ethyl acetate and 4 N hydrochloric acid/ethyl acetate was added. The precipitate was collected by filtration, was washed with ethyl acetate and further was recrysta... Reactants: C(C)(C)(C)OC(C(=O)O)C1=C(C2=CC=CC=C2C(=C1C)CC)C1=CC=C(C=C1)Cl (2-tert-butoxy-2-(1-(4-chlorophenyl)-4-ethyl-3-methylnaphthalen-2-yl)acetic acid), C(C)(C)(C)OC(C(=O)O)C1=C(C2=CC=CC=C2C(=C1C)C#CCN(C)C)C1=CC=C(C=C1)Cl (2-tert-butoxy-2-(1-(4-chlorophenyl)-4-(3-(dimethylamino)prop-1-ynyl)-3-methylnaphthalen-2-yl)acetic acid). Product: C(C)(C)(C)OC(C(=O)O)C1=C(C2=CC=CC=C2C(=C1C)CCCN(C)C)C1=CC=C(C=C1)Cl (2-tert-butoxy-2-(1-(4-chlorophenyl)-4-(3-(dimethylamino)propyl)-3-methylnaphthalen-2-yl)acetic acid). As a reaction SMILES: C(OC(C1C(C)=C(CC)C2C(=CC=CC=2)C=1C1C=CC(Cl)=CC=1)C(O)=O)(C)(C)C.[C:30]([O:34][CH:35]([C:39]1[C:48]([CH3:49])=[C:47]([C:50]#[C:51][CH2:52][N:53]([CH3:55])[CH3:54])[C:46]2[C:41](=[CH:42][CH:43]=[CH:44][CH:45]=2)[C:40]=1[C:56]1[CH:61]=[CH:60][C:59]([Cl:62])=[CH:58][CH:57]=1)[C:36]([OH:38])=[O:37])([CH3:33])([CH3:32])[CH3:31]>>[C:30]([O:34][CH:35]([C:39]1[C:48]([CH3:49])=[C:47]([CH2:50][CH2:51][CH2:52][N:53]([CH3:54])[CH3:55])[C:46]2[C:41](=[CH:42][CH:43]=[CH:44][CH:45]=2)[C:40]=1[C:56]1[CH:57]=[CH:58][C:59]([Cl:62])=[CH:60][CH:61]=1)[C:36]([OH:38])=[O:37])([CH3:33])([CH3:31])[CH3:32]. Procedure details: 2-tert-butoxy-2-(1-(4-chlorophenyl)-4-(3-(dimethylamino)propyl)-3-methylnaphthalen-2-yl)acetic acid (132) was prepared in a manner similar to 2-tert-butoxy-2-(1-(4-chlorophenyl)-4-ethyl-3-methylnaphthalen-2-yl)acetic acid of Example 127, except using 2-tert-butoxy-2-(1-(4-chlorophenyl)-4-(3-(dimethylamino)prop-1-ynyl)-3-methylnaphthalen-2-yl)acetic acid. LCMS-ESI+ (m/z): [M+H]+ calcd for C28H35ClNO3: 468.2; Found: 468.2. Starting materials: FC1=C(C=CC(=C1)N1C(C=CC=C1)=O)NC(=O)N1C[C@H](C(C1)=O)CNC(=O)C=1SC(=CC1)Cl ((R)-3-{[(5-chloro-thiophene-2-carbonyl)-amino]-methyl}-4-oxo-pyrrolidine-1-carboxylic acid[2-fluoro-4-(2-oxo-2H-pyridin-1-yl)-phenyl]-amide), [BH4-].[Na+] (NaBH4). Solvent: C1CCOC1 (THF). Run at time 1.5 hour. Product: FC1=C(C=CC(=C1)N1C(C=CC=C1)=O)NC(=O)N1C[C@H]([C@H](C1)O)CNC(=O)C=1SC(=CC1)Cl ((3R,4R)-3-{[(5-chloro-thiophene-2-carbonyl)-amino]-methyl}-4-hydroxy-pyrrolidine-1-carboxylic acid[2-fluoro-4-(2-oxo-2H-pyridin-1-yl)-phenyl]-amide). Reaction SMILES: [F:1][C:2]1[CH:7]=[C:6]([N:8]2[CH:13]=[CH:12][CH:11]=[CH:10][C:9]2=[O:14])[CH:5]=[CH:4][C:3]=1[NH:15][C:16]([N:18]1[CH2:22][C:21](=[O:23])[C@H:20]([CH2:24][NH:25][C:26]([C:28]2[S:29][C:30]([Cl:33])=[CH:31][CH:32]=2)=[O:27])[CH2:19]1)=[O:17].[BH4-].[Na+]>C1COCC1>[F:1][C:2]1[CH:7]=[C:6]([N:8]2[CH:13]=[CH:12][CH:11]=[CH:10][C:9]2=[O:14])[CH:5]=[CH:4][C:3]=1[NH:15][C:16]([N:18]1[CH2:22][C@H:21]([OH:23])[C@H:20]([CH2:24][NH:25][C:26]([C:28]2[S:29][C:30]([Cl:33])=[CH:31][CH:32]=2)=[O:27])[CH2:19]1)=[O:17] |f:1.2|. Procedure: To a solution of (R)-3-{[(5-chloro-thiophene-2-carbonyl)-amino]-methyl}-4-oxo-pyrrolidine-1-carboxylic acid[2-fluoro-4-(2-oxo-2H-pyridin-1-yl)-phenyl]-amide (example 81.3; 50 mg) in 2 ml of THF was added at 22° C. 12 mg of NaBH4 and stirring was continued for 1.5 h. The mixture was partitioned between 1 N HCl and AcOEt, the organic layer was washed with brine, dried and evaporated to give (3R,4R)-3-{[(5-chloro-thiophene-2-carbonyl)-amino]-methyl}-4-hydroxy-pyrrolidine-1-carboxylic acid[2-fluoro-...